Dataset: the Open Reaction Database (ORD), a public repository of structured organic reaction records. Task: describe an organic reaction: reactants, conditions, products, and yield Procedure: To a solution of NaOH (1.4 mmol) in a 1:1 mixture of methanol:H2O (6 mL) is added 2-(1,3-dioxo-1,3-dihydroisoindol-2-yl)-4-(4-ethylphenyl)-thiophene-3-carboxylic acid ethyl ester (0.7 mmol, Example 12, Part C). The mixture is heated to reflux for 90 min, then diluted with water (12 mL), chilled in an ice bath, and acidified with concentrated HCl. The product that precipitates is collected by filtration, washed with water, and dried, affording the desired compound. Run in O (H2O), O (water). The product is O=C1N(C(C2=CC=CC=C12)=O)C=1SC=C(C1C(=O)O)C1=CC=C(C=C1)CC (2-(1,3-Dioxo-1,3-dihydroisoindol-2-yl)-4-(4-ethylphenyl)-thiophene-3-carboxylic acid). As a reaction SMILES: [OH-].[Na+].CO.C([O:7][C:8]([C:10]1[C:14]([C:15]2[CH:20]=[CH:19][C:18]([CH2:21][CH3:22])=[CH:17][CH:16]=2)=[CH:13][S:12][C:11]=1[N:23]1[C:31](=[O:32])[C:30]2[C:25](=[CH:26][CH:27]=[CH:28][CH:29]=2)[C:24]1=[O:33])=[O:9])C.Cl>O>[O:33]=[C:24]1[C:25]2[C:30](=[CH:29][CH:28]=[CH:27][CH:26]=2)[C:31](=[O:32])[N:23]1[C:11]1[S:12][CH:13]=[C:14]([C:15]2[CH:16]=[CH:17][C:18]([CH2:21][CH3:22])=[CH:19][CH:20]=2)[C:10]=1[C:8]([OH:9])=[O:7] |f:0.1|. Reactants: Cl (HCl), [OH-].[Na+] (NaOH), CO (methanol), C(C)OC(=O)C1=C(SC=C1C1=CC=C(C=C1)CC)N1C(C2=CC=CC=C2C1=O)=O (2-(1,3-dioxo-1,3-dihydroisoindol-2-yl)-4-(4-ethylphenyl)-thiophene-3-carboxylic acid ethyl ester).